From a dataset of the Open Reaction Database (ORD), a public repository of structured organic reaction records. describe an organic reaction: reactants, conditions, products, and yield Starting materials: ClC1=C(C=C(C=C1)C(=C)C1=C(C(=O)NC2=CC(=CC=C2)C(F)(F)F)C=CC=C1)[N+](=O)[O-] (2-[1-(4-chloro-3-nitrophenyl)ethenyl]-N-[3-(trifluoromethyl)phenyl]benzamide), [N-]=[N+]=[N-].[Na+] (sodium azide), CN(C=O)C (N,N-dimethylformamide), [BH4-].[Na+] (sodium borohydride). Run in C(C)(=O)OCC (ethyl acetate), O1CCCC1 (tetrahydrofuran). Conditions: temperature 60 celsius, time 18 hour. Product: NC1=C(C=C(C=C1)C(=C)C1=C(C(=O)NC2=CC(=CC=C2)C(F)(F)F)C=CC=C1)[N+](=O)[O-] (2-[1-(4-amino-3-nitrophenyl)ethenyl]-N-[3-(trifluoromethyl)phenyl]benzamide). Yield: 50.0%. Reaction SMILES: Cl[C:2]1[CH:7]=[CH:6][C:5]([C:8]([C:10]2[CH:28]=[CH:27][CH:26]=[CH:25][C:11]=2[C:12]([NH:14][C:15]2[CH:20]=[CH:19][CH:18]=[C:17]([C:21]([F:24])([F:23])[F:22])[CH:16]=2)=[O:13])=[CH2:9])=[CH:4][C:3]=1[N+:29]([O-:31])=[O:30].[N-:32]=[N+]=[N-].[Na+].CN(C)C=O.[BH4-].[Na+]>C(OCC)(=O)C.O1CCCC1>[NH2:32][C:2]1[CH:7]=[CH:6][C:5]([C:8]([C:10]2[CH:28]=[CH:27][CH:26]=[CH:25][C:11]=2[C:12]([NH:14][C:15]2[CH:20]=[CH:19][CH:18]=[C:17]([C:21]([F:24])([F:23])[F:22])[CH:16]=2)=[O:13])=[CH2:9])=[CH:4][C:3]=1[N+:29]([O-:31])=[O:30] |f:1.2,4.5|. Procedure details: A mixture of 2-[1-(4-chloro-3-nitrophenyl)ethenyl]-N-[3-(trifluoromethyl)phenyl]benzamide (0.72 g, 1.6 mmol), sodium azide (3.1 g, 4.8 mmol) and N,N-dimethylformamide (2 mL) was stirred 60° C. for 18 hours. The reaction mixture was diluted with ethyl acetate (50 mL), washed with water (3×30 mL), brine (30 mL), dried over sodium sulfate, filtered and concentrated to give an oily residue. This residue was dissolved in tetrahydrofuran, cooled to 0° C. then sodium borohydride (0.11 g, 2.7 mmol) was ... The reactants are O1CC(NC2=C1C=CC=C2)=O (2H-1,4-benzoxazin-3(4H)-one), BrCCCCCC(=O)Cl (6-bromohexanoyl chloride). The product is BrCCCCCC(=O)C=1C=CC2=C(NC(CO2)=O)C1 (6-(6-Bromohexanoyl)-2H-1,4-benzoxazin-3(4H)-one). The yield is 45.1%. RXN SMILES: [O:1]1[C:6]2[CH:7]=[CH:8][CH:9]=[CH:10][C:5]=2[NH:4][C:3](=[O:11])[CH2:2]1.[Br:12][CH2:13][CH2:14][CH2:15][CH2:16][CH2:17][C:18](Cl)=[O:19]>>[Br:12][CH2:13][CH2:14][CH2:15][CH2:16][CH2:17][C:18]([C:9]1[CH:8]=[CH:7][C:6]2[O:1][CH2:2][C:3](=[O:11])[NH:4][C:5]=2[CH:10]=1)=[O:19]. Procedure details: Using 2H-1,4-benzoxazin-3(4H)-one (15.0 g) and 6-bromohexanoyl chloride (25.8 g) according to the same method as that of Reference Example 1, the title compound (14.8 g) was obtained as colorless crystals.